Dataset: the Open Reaction Database (ORD), a public repository of structured organic reaction records. Task: describe an organic reaction: reactants, conditions, products, and yield Reactants: CO (methanol), CN(C=O)C (N,N-dimethylformamide), [N+](=O)([O-])C1=C(C=CC=C1)SC1=C(C#N)C=CC=C1 (2-(2-nitrophenylthio)benzonitrile). The reagents and catalysts are [Fe] (iron). The solvent is O (water), Cl (hydrochloric acid). Conditions: temperature 60 celsius, time 1 hour. Yields the product NC1=C(C=CC=C1)SC1=C(C#N)C=CC=C1 (2-(2-Aminophenylthio)benzonitrile). Reaction SMILES: CO.CN(C)C=O.[N+:8]([C:11]1[CH:16]=[CH:15][CH:14]=[CH:13][C:12]=1[S:17][C:18]1[CH:25]=[CH:24][CH:23]=[CH:22][C:19]=1[C:20]#[N:21])([O-])=O>Cl.O.[Fe]>[NH2:8][C:11]1[CH:16]=[CH:15][CH:14]=[CH:13][C:12]=1[S:17][C:18]1[CH:25]=[CH:24][CH:23]=[CH:22][C:19]=1[C:20]#[N:21]. Procedure: In a mixture of 40 ml of concentrated hydrochloric acid, 60 ml of methanol and 40 ml of N,N-dimethylformamide was suspended 2-(2-nitrophenylthio)benzonitrile followed by addition of 8.64 g of powdered iron en bloc, and the mixture was stirred at 60° C. for 1 hour. The reaction mixture was then diluted with water and the precipitate was extracted with ether. This extract was washed with aqueous sodium hydrogen carbonate solution and water in that order and dried over magnesium sulfate. The solven...